From a dataset of the Open Reaction Database (ORD), a public repository of structured organic reaction records. describe an organic reaction: reactants, conditions, products, and yield Starting materials: C1(CCCC1)C(C)NC([C@H](NC([C@@H](NC(=O)OCC1=CC=CC=C1)C(C(O)=O)CC1=CC=CC=C1)=O)C)=O (N-carbobenzyloxy-β-benzyl-L-aspartyl-D-alanine-1-cyclopentylethyl amide). Reagents/catalysts: [Pd] (Pd/C). Run in CO (methanol). Conditions: temperature 50 celsius, time 4 hour. Product: C1(CCCC1)C(C)NC([C@H](NC([C@@H](N)CC(O)=O)=O)C)=O (L-aspartyl-D-alanine-1-cyclopentylethyl amide). Isolated yield 98.8%. Reaction SMILES: [CH:1]1([CH:6]([NH:8][C:9](=[O:38])[C@@H:10]([CH3:37])[NH:11][C:12](=[O:36])[C@H:13]([CH:25](CC2C=CC=CC=2)[C:26](=[O:28])[OH:27])[NH:14]C(OCC2C=CC=CC=2)=O)[CH3:7])[CH2:5][CH2:4][CH2:3][CH2:2]1>CO.[Pd]>[CH:1]1([CH:6]([NH:8][C:9](=[O:38])[C@@H:10]([CH3:37])[NH:11][C:12](=[O:36])[C@H:13]([CH2:25][C:26](=[O:27])[OH:28])[NH2:14])[CH3:7])[CH2:5][CH2:4][CH2:3][CH2:2]1. Reported procedure: 500 mg 10% Pd/C was added to a solution of 4.5 g (8.60 mmoles) N-carbobenzyloxy-β-benzyl-L-aspartyl-D-alanine-1-cyclopentylethyl amide (from Part b) in 250 ml methanol. The mixture was hydrogenated at 40 psi for 4 hours, then the catalyst removed by filtration through a Celite® filter material. The Celite® filter material was then washed twice with 50 ml H2O and the combined methanol water filtrate concentrated to 100 ml in vacuo. This solution was diluted with 100 ml H2O, warmed to 50° C., and ... Starting materials: [Br-], COc1ccc2c(c1)C(CCN)CCC2, COCC(=O)Cl, CC#N, [K+], [K+], O=C(O)C(O)C(O)C(=O)O, O=P([O-])(O)O. Product: COCC(=O)NCCC1CCCc2ccc(OC)cc21. Reaction SMILES: [Br-:38].[CH3:1][O:2][c:3]1[cH:4][cH:5][c:6]2[c:11]([cH:12]1)[CH:10]([CH2:13][CH2:14][NH2:15])[CH2:9][CH2:8][CH2:7]2.[CH3:32][O:33][CH2:34][C:35](=[O:36])[Cl:37].[CH3:40][C:41]#[N:42].[K+:31].[K+:39].[OH:16][CH:17]([C:18](=[O:19])[OH:20])[CH:21]([C:22](=[O:23])[OH:24])[OH:25].[P:26]([O-:27])([OH:28])([OH:29])=[O:30]>>[CH3:1][O:2][c:3]1[cH:4][cH:5][c:6]2[c:11]([cH:12]1)[CH:10]([CH2:13][CH2:14][NH:15][C:35]([CH2:34][O:33][CH3:32])=[O:36])[CH2:9][CH2:8][CH2:7]2. Starting materials: C(=O)C1=CC=C(C2=CC=CC=C12)C=CC(=O)OCC (ethyl 4-formylnaphthalene acrylate), C([O-])([O-])=O.[Na+].[Na+] (sodium carbonate). The solvent is O (water). The product is C(=O)C1=CC=C(C2=CC=CC=C12)C=CC(=O)O (4-Formylnaphthalene Acrylic Acid). Isolated yield 93.9%. RXN SMILES: [CH:1]([C:3]1[C:12]2[C:7](=[CH:8][CH:9]=[CH:10][CH:11]=2)[C:6]([CH:13]=[CH:14][C:15]([O:17]CC)=[O:16])=[CH:5][CH:4]=1)=[O:2].C(=O)([O-])[O-].[Na+].[Na+]>O>[CH:1]([C:3]1[C:12]2[C:7](=[CH:8][CH:9]=[CH:10][CH:11]=2)[C:6]([CH:13]=[CH:14][C:15]([OH:17])=[O:16])=[CH:5][CH:4]=1)=[O:2] |f:1.2.3|. Procedure details: A suspension of ethyl 4-formylnaphthalene acrylate (391 mg, 1.53 mmol), sodium carbonate (195 mg, 1.84 mmol) in water (10 mL) was refluxed for 16 hr. The cold solution was filtered, and the filtrate was acidified with conc. hydrochloric acid. The precipitate was collected by suction and dried for 48 hr in vacuum to give the product (325 mg, 94%) as a yellow solid. The reactants are COC(=O)O[C@H]1C[C@@H](CC2=CC[C@H]3[C@@H]4CC[C@H]([C@@H](CCCC(C)C)C)[C@]4(CC[C@@H]3[C@@]12C)C)OC(=O)OC (1α,3β-dimethoxycarbonyloxycholest-5-ene), BrN1C(=O)N(C(=O)C1(C)C)Br (1,3-dibromo-5,5-dimethylhydantoin), CC1=CC(=NC(=C1)C)C (s-collidine). The solvent is CCCCCC (hexane), C=1(C(=CC=CC1)C)C (xylene), C=1(C(=CC=CC1)C)C (Xylene), C(C)OC(C)=O (ethylacetate). Run at temperature 95 celsius, time 20 minute. The product is COC(=O)O[C@H]1C[C@@H](CC2=CC=C3[C@@H]4CC[C@H]([C@@H](CCCC(C)C)C)[C@]4(CC[C@@H]3[C@@]12C)C)OC(=O)OC (1α,3β-dimethoxycarbonyloxycholesta-5,7-diene). Isolated yield 92.8%. Reaction SMILES: [CH3:1][O:2][C:3]([O:5][C@@H:6]1[C@@:30]2([CH3:31])[C:10](=[CH:11][CH2:12][C@@H:13]3[C@@H:29]2[CH2:28][CH2:27][C@@:26]2([CH3:32])[C@H:14]3[CH2:15][CH2:16][C@@H:17]2[C@H:18]([CH3:25])[CH2:19][CH2:20][CH2:21][CH:22]([CH3:24])[CH3:23])[CH2:9][C@@H:8]([O:33][C:34]([O:36][CH3:37])=[O:35])[CH2:7]1)=[O:4].BrN1C(C)(C)C(=O)N(Br)C1=O.CC1C=C(C)N=C(C)C=1>CCCCCC.C1(C)C(C)=CC=CC=1.C(OC(=O)C)C>[CH3:1][O:2][C:3]([O:5][C@@H:6]1[C@@:30]2([CH3:31])[C:10](=[CH:11][CH:12]=[C:13]3[C@@H:29]2[CH2:28][CH2:27][C@@:26]2([CH3:32])[C@H:14]3[CH2:15][CH2:16][C@@H:17]2[C@H:18]([CH3:25])[CH2:19][CH2:20][CH2:21][CH:22]([CH3:24])[CH3:23])[CH2:9][C@@H:8]([O:33][C:34]([O:36][CH3:37])=[O:35])[CH2:7]1)=[O:4]. Procedure details: To a solution of 1α,3β-dimethoxycarbonyloxycholest-5-ene (518 mg, 1 m mole) in dry hexane (10 ml), 1,3-dibromo-5,5-dimethylhydantoin (172 mg, 0.6 m moles) was added dropwise under stirring and heating at oil bath temperature of 95° C., and the mixture was continued to react under the irradiation of infrared rays for 15 minutes. The reaction mixture was cooled, and the resulting precipitate was removed by filtration, the filtrate was concentrated at reduced pressure at 40° C. to afford a residual... The reactants are BrC1=CN=C2N1N=C(C=C2)NCCN2C(OC[C@H]2C(C)C)=O ((R)-3-[2-(3-bromo-imidazo[1,2-b]pyridazin-6-ylamino)-ethyl]-4-isopropyl-oxazolidin-2-one), Cl.NCC1=CC=C(C=C1)B(O)O ((4-aminomethylphenyl)boronic acid hydrochloride), C(=O)([O-])[O-].[K+].[K+] (K2CO3). The reagents and catalysts are Cl[Pd]([P](C1=CC=CC=C1)(C2=CC=CC=C2)C3=CC=CC=C3)([P](C4=CC=CC=C4)(C5=CC=CC=C5)C6=CC=CC=C6)Cl (dichlorobis(triphenylphosphine)palladium(II)). Solvent: CC#N (MeCN), CC#N.O (MeCN water). Conditions: temperature 150 celsius. Product: NCC1=CC=C(C=C1)C1=CN=C2N1N=C(C=C2)NCCN2C(OC[C@H]2C(C)C)=O ((R)-3-{2-[3-(4-Aminomethyl-phenyl)-imidazo[1,2-b]pyridazin-6-ylamino]-ethyl}-4-isopropyl-oxazolidin-2-one). RXN SMILES: Br[C:2]1[N:6]2[N:7]=[C:8]([NH:11][CH2:12][CH2:13][N:14]3[C@H:18]([CH:19]([CH3:21])[CH3:20])[CH2:17][O:16][C:15]3=[O:22])[CH:9]=[CH:10][C:5]2=[N:4][CH:3]=1.Cl.[NH2:24][CH2:25][C:26]1[CH:31]=[CH:30][C:29](B(O)O)=[CH:28][CH:27]=1.C([O-])([O-])=O.[K+].[K+]>CC#N.O.CC#N.Cl[Pd](Cl)([P](C1C=CC=CC=1)(C1C=CC=CC=1)C1C=CC=CC=1)[P](C1C=CC=CC=1)(C1C=CC=CC=1)C1C=CC=CC=1>[NH2:24][CH2:25][C:26]1[CH:31]=[CH:30][C:29]([C:2]2[N:6]3[N:7]=[C:8]([NH:11][CH2:12][CH2:13][N:14]4[C@H:18]([CH:19]([CH3:21])[CH3:20])[CH2:17][O:16][C:15]4=[O:22])[CH:9]=[CH:10][C:5]3=[N:4][CH:3]=2)=[CH:28][CH:27]=1 |f:1.2,3.4.5,6.7,^1:50,69|. Procedure details: A mixture of (R)-3-[2-(3-bromo-imidazo[1,2-b]pyridazin-6-ylamino)-ethyl]-4-isopropyl-oxazolidin-2-one (95 mg, 0.26 mmol), (4-aminomethylphenyl)boronic acid hydrochloride (63.7 mg, 0.34 mmol), K2CO3 (108 mg, 0.78 mmol) and dichlorobis(triphenylphosphine)palladium(II) (9.1 mg, 0.013 mmol) in MeCN/water (3.2 ml/0.8 ml) was heated in a microwave at 150° C. for 15 min. The reaction mixture was diluted with MeCN and filtered. The filtrate was subjected to preparative HPLC to give the titled compound a...